Task: describe an organic reaction: reactants, conditions, products, and yield. Dataset: the Open Reaction Database (ORD), a public repository of structured organic reaction records Reactants: COC1=CC=2OC(C=CC2C2=C1C(C=1C=C3C(=NC1N2C)C=CC=C3)=O)(C)C (6-Methoxy-3,3,14-trimethyl-3,14-dihydro-7H-benzo[b]chromeno-[6,5-g][1,8]naphthyridin-7-one), C(CCC)(=O)Cl (butyryl chloride), [Al+3].[Cl-].[Cl-].[Cl-] (AlCl3), solution, Cl (HCl). The solvent is ClCCl (dichloromethane), ClCCl (dichloromethane). Conditions: time 4 hour. Product: C(CCC)(=O)C=1C(OC=2C=C(C=3C(C=4C=C5C(=NC4N(C3C2C1)C)C=CC=C5)=O)OC)(C)C (2-Butyryl-6-methoxy-3,3,14-trimethyl-3,14-dihydro-7H-benzo[b]-chromeno[6,5-g][1,8]naphthyridin-7-one). Reaction SMILES: [C:1](Cl)(=[O:5])[CH2:2][CH2:3][CH3:4].[Al+3].[Cl-].[Cl-].[Cl-].[CH3:11][O:12][C:13]1[C:22]2[C:23](=[O:36])[C:24]3[CH:25]=[C:26]4[CH:35]=[CH:34][CH:33]=[CH:32][C:27]4=[N:28][C:29]=3[N:30]([CH3:31])[C:21]=2[C:20]2[CH:19]=[CH:18][C:17]([CH3:38])([CH3:37])[O:16][C:15]=2[CH:14]=1.Cl>ClCCl>[C:1]([C:18]1[C:17]([CH3:38])([CH3:37])[O:16][C:15]2[CH:14]=[C:13]([O:12][CH3:11])[C:22]3[C:23](=[O:36])[C:24]4[CH:25]=[C:26]5[CH:35]=[CH:34][CH:33]=[CH:32][C:27]5=[N:28][C:29]=4[N:30]([CH3:31])[C:21]=3[C:20]=2[CH:19]=1)(=[O:5])[CH2:2][CH2:3][CH3:4] |f:1.2.3.4|. Procedure details: A mixture of 0.81 mmol of butyryl chloride and 0.673 mmol of AlCl3 in 2 ml of anhydrous dichloromethane is added in small portions to 0.135 mmol of the product of Example 2 in 2 ml of dichloromethane at 0° C. The reaction mixture is stirred for 4 hours at ambient temperature and then poured into a 10% solution of HCl. Following conventional treatment of the organic phases, and evaporation thereof under reduced pressure, chromatography of the residue on silica gel (dichloromethane/methanol gradie...